From a dataset of the Open Reaction Database (ORD), a public repository of structured organic reaction records. describe an organic reaction: reactants, conditions, products, and yield The reactants are CCCCCCCCCCCCCCCCCCO, [H][H], N. The product is CCCCCCCCCCCCCCCCCC#N. RXN SMILES: [CH3:1][CH2:2][CH2:3][CH2:4][CH2:5][CH2:6][CH2:7][CH2:8][CH2:9][CH2:10][CH2:11][CH2:12][CH2:13][CH2:14][CH2:15][CH2:16][CH2:17][CH2:18][OH:19].[H:20][H:21].[NH3:22]>>[CH3:1][CH2:2][CH2:3][CH2:4][CH2:5][CH2:6][CH2:7][CH2:8][CH2:9][CH2:10][CH2:11][CH2:12][CH2:13][CH2:14][CH2:15][CH2:16][CH2:17][C:18]#[N:22]. Reactants: Cl (hydrochloric acid), O (water), C(N)(=O)C=1C=C2C(C(=O)NC2=O)=CC1 (4-Carbamoylphthalimide), O.NN (hydrazine hydrate). Solvent: CN1C(CCC1)=O (N-methyl-2-pyrrolidinone). Run at time 30 minute. Yields the product C(N)(=O)C=1C=C2C(NNC(C2=CC1)=O)=O (6-Carbamoyl-2,3-dihydro-1,4-phthalazinedione), crystal. Isolated yield 94.0%. RXN SMILES: [C:1]([C:4]1[CH:5]=[C:6]2[C:11](=[O:12])[NH:10][C:8](=[O:9])[C:7]2=[CH:13][CH:14]=1)(=[O:3])[NH2:2].O.[NH2:16]N.Cl.O>CN1CCCC1=O>[C:1]([C:4]1[CH:5]=[C:6]2[C:7](=[CH:13][CH:14]=1)[C:8](=[O:9])[NH:16][NH:10][C:11]2=[O:12])(=[O:3])[NH2:2] |f:1.2|. Reported procedure: 4-Carbamoylphthalimide (2.00 g, 0.011 mol) was suspended in 12 ml of N-methyl-2-pyrrolidinone, followed by the dropwise addition of 0.8 ml of hydrazine hydrate. The obtained mixture was stirred at room temperature for 30 minutes, followed by the addition of 5.5 ml of 3N hydrochloric acid and 50 ml of water. The crystals thus precipitated were recovered by filtration, washed with water and dried with hot air. The title compound (2.0 g) was obtained as a light brown crystal (yield: 94%). Isolated yield 100.0%. RXN SMILES: C([O:5][C:6](=[O:72])[C@H:7]([CH2:63][CH2:64][C:65]([O:67]C(C)(C)C)=[O:66])[NH:8][S:9]([C:12]1[CH:17]=[CH:16][C:15]([NH:18][C:19](=[O:62])[CH2:20][CH2:21][S:22][CH2:23][CH:24]([O:44][C:45](=[O:61])[CH2:46][CH2:47][CH2:48][CH2:49][CH2:50][CH2:51][CH2:52][CH2:53][CH2:54][CH2:55][CH2:56][CH2:57][CH2:58][CH2:59][CH3:60])[CH2:25][O:26][C:27](=[O:43])[CH2:28][CH2:29][CH2:30][CH2:31][CH2:32][CH2:33][CH2:34][CH2:35][CH2:36][CH2:37][CH2:38][CH2:39][CH2:40][CH2:41][CH3:42])=[CH:14][CH:13]=1)(=[O:11])=[O:10])(C)(C)C>FC(F)(F)C(O)=O>[C:45]([O:44][CH:24]([CH2:25][O:26][C:27](=[O:43])[CH2:28][CH2:29][CH2:30][CH2:31][CH2:32][CH2:33][CH2:34][CH2:35][CH2:36][CH2:37][CH2:38][CH2:39][CH2:40][CH2:41][CH3:42])[CH2:23][S:22][CH2:21][CH2:20][C:19]([NH:18][C:15]1[CH:14]=[CH:13][C:12]([S:9]([NH:8][C@H:7]([C:6]([OH:72])=[O:5])[CH2:63][CH2:64][C:65]([OH:67])=[O:66])(=[O:10])=[O:11])=[CH:17][CH:16]=1)=[O:62])(=[O:61])[CH2:46][CH2:47][CH2:48][CH2:49][CH2:50][CH2:51][CH2:52][CH2:53][CH2:54][CH2:55][CH2:56][CH2:57][CH2:58][CH2:59][CH3:60]. Yields the product C(CCCCCCCCCCCCCCC)(=O)OC(CSCCC(=O)NC1=CC=C(C=C1)S(=O)(=O)N[C@@H](CCC(=O)O)C(=O)O)COC(CCCCCCCCCCCCCCC)=O ((4-(6,7-bis(palmitoyloxy)-4-thiaheptanoyl-amino)benzenesulfonyl)-glutamic acid). Starting materials: C(C)(C)(C)OC([C@@H](NS(=O)(=O)C1=CC=C(C=C1)NC(CCSCC(COC(CCCCCCCCCCCCCCC)=O)OC(CCCCCCCCCCCCCCC)=O)=O)CCC(=O)OC(C)(C)C)=O ((4-(6,7-bis(palmitoyloxy)-4-thiaheptanoylamino)benzenesulfonyl)glutamic acid di-t-butyl ester), Example 19. Procedure: A solution of (4-(6,7-bis(palmitoyloxy)-4-thiaheptanoylamino)benzenesulfonyl)glutamic acid di-t-butyl ester as obtained in Example 19 (213 mg) in trifluoroacetic acid (5 ml) was stirred at room temperature for 4 hours and then concentrated to yield the title compound (190 mg, yield 100% ) as a colorless crystal. Solvent: FC(C(=O)O)(F)F (trifluoroacetic acid). Run at time 4 hour. Starting materials: CO, O=C[O-], Nc1nc(-c2nn(Cc3ccccc3F)c3ncccc23)nc(Cl)c1N1CCCS1(=O)=O, [NH4+]. Yields the product Nc1nc(-c2nn(Cc3ccccc3F)c3ncccc23)ncc1N1CCCS1(=O)=O. As a reaction SMILES: [CH3:37][OH:38].[CH:33]([O-:34])=[O:35].[Cl:1][c:2]1[c:3]([N:26]2[S:27](=[O:31])(=[O:32])[CH2:28][CH2:29][CH2:30]2)[c:4]([NH2:25])[n:5][c:6](-[c:8]2[n:9][n:10]([CH2:17][c:18]3[c:19]([F:24])[cH:20][cH:21][cH:22][cH:23]3)[c:11]3[n:12][cH:13][cH:14][cH:15][c:16]23)[n:7]1.[NH4+:36]>>[cH:2]1[c:3]([N:26]2[S:27](=[O:31])(=[O:32])[CH2:28][CH2:29][CH2:30]2)[c:4]([NH2:25])[n:5][c:6](-[c:8]2[n:9][n:10]([CH2:17][c:18]3[c:19]([F:24])[cH:20][cH:21][cH:22][cH:23]3)[c:11]3[n:12][cH:13][cH:14][cH:15][c:16]23)[n:7]1. The reactants are FCCBr, Sc1nc2ccc(Br)cc2s1, O=C([O-])[O-], CN1CCCC1=O, [Cs+], [Cs+], O. Yields the product FCCSc1nc2ccc(Br)cc2s1. RXN SMILES: [Br:12][CH2:13][CH2:14][F:15].[Br:1][c:2]1[cH:3][c:4]2[c:5]([n:6][c:7]([SH:9])[s:8]2)[cH:10][cH:11]1.[C:16](=[O:17])([O-:18])[O-:19].[CH3:23][N:24]1[CH2:25][CH2:26][CH2:27][C:28]1=[O:29].[Cs+:20].[Cs+:21].[OH2:22]>>[Br:1][c:2]1[cH:3][c:4]2[c:5]([n:6][c:7]([S:9][CH2:13][CH2:14][F:15])[s:8]2)[cH:10][cH:11]1. The reactants are O(C1=CC=CC=C1)C=1C=C(CC#N)C=CC1 (m-phenoxybenzyl cyanide), C(CCC)Cl (butyl chloride), [OH-].[Na+] (sodium hydroxide). Reagents/catalysts: [Br-].C(C)[N+](CC)(CC)CC (tetraethylammonium bromide). Solvent: O (water). Product: O(C1=CC=CC=C1)C=1C=C(C=CC1)C(C#N)CCCC (2-(3-Phenoxyphenyl)hexanenitrile). Isolated yield 54.8%. RXN SMILES: [O:1]([C:8]1[CH:9]=[C:10]([CH:14]=[CH:15][CH:16]=1)[CH2:11][C:12]#[N:13])[C:2]1[CH:7]=[CH:6][CH:5]=[CH:4][CH:3]=1.[CH2:17](Cl)[CH2:18][CH2:19][CH3:20].[OH-].[Na+]>[Br-].C([N+](CC)(CC)CC)C.O>[O:1]([C:8]1[CH:9]=[C:10]([CH:11]([CH2:17][CH2:18][CH2:19][CH3:20])[C:12]#[N:13])[CH:14]=[CH:15][CH:16]=1)[C:2]1[CH:3]=[CH:4][CH:5]=[CH:6][CH:7]=1 |f:2.3,4.5|. Procedure: Into a three-necked 500 ml round-bottom flask are charged 35 g (0.17 mole) of m-phenoxybenzyl cyanide, 16.3 g (0.17 mole) of butyl chloride 4 g of tetraethylammonium bromide. To this mixture is added 27 g (0.34 mole) of 50% sodium hydroxide solution dropwise with stirring. The reaction mixture is heated at 90° for three hours. It is then poured into water and extracted with hexane. The combined hexane extracts are washed with water and dried over MgSO4. Solvent is evaporated to give 39 g of crud... Starting materials: BrC1=C(C=CC=C1)CC(=O)O (2-bromophenylacetic acid), BrC1=C(N)C=CC(=C1)Br (2,4-dibromoaniline). The product is BrC1=C(C=CC(=C1)Br)NC1=C(C=CC=C1)CC(=O)O (2-[(2,4-dibromophenyl)amino]phenylacetic acid). As a reaction SMILES: Br[C:2]1[CH:7]=[CH:6][CH:5]=[CH:4][C:3]=1[CH2:8][C:9]([OH:11])=[O:10].[Br:12][C:13]1[CH:19]=[C:18]([Br:20])[CH:17]=[CH:16][C:14]=1[NH2:15]>>[Br:12][C:13]1[CH:19]=[C:18]([Br:20])[CH:17]=[CH:16][C:14]=1[NH:15][C:2]1[CH:7]=[CH:6][CH:5]=[CH:4][C:3]=1[CH2:8][C:9]([OH:11])=[O:10]. Procedure details: In the manner described in example 3, 2-bromophenylacetic acid is condensed with 2,4-dibromoaniline to yield 2-[(2,4-dibromophenyl)amino]phenylacetic acid.